Task: describe an organic reaction: reactants, conditions, products, and yield. Dataset: the Open Reaction Database (ORD), a public repository of structured organic reaction records Reactants: FC=1C(=C(C(=O)NOCCO)C=C(C1F)CNOC)NC1=C(C=C(C=C1)I)F (3,4-difluoro-2-(2-fluoro-4-iodo-phenylamino)-N-(2-hydroxy-ethoxy)-5-(methoxyamino-methyl)-benzamide), C(CC)(=O)ON1N=NC2=C(C1=O)C=CC=C2 (4-oxo-4H-benzo[d][1,2,3]triazin-3-yl propionate), C(CC)(=O)O (propionic acid). Yields the product FC=1C(=C(C(=O)NOCCO)C=C(C1F)CN(C(CC)=O)OC)NC1=C(C=C(C=C1)I)F (3,4-difluoro-2-(2-fluoro-4-iodo-phenylamino)-N-(2-hydroxy-ethoxy)-5-[(methoxy-propionyl-amino)-methyl]-benzamide). The yield is 31.0%. Reaction SMILES: [F:1][C:2]1[C:3]([NH:20][C:21]2[CH:26]=[CH:25][C:24]([I:27])=[CH:23][C:22]=2[F:28])=[C:4]([CH:12]=[C:13]([CH2:16][NH:17][O:18][CH3:19])[C:14]=1[F:15])[C:5]([NH:7][O:8][CH2:9][CH2:10][OH:11])=[O:6].[C:29](ON1C(=O)C2C=CC=CC=2N=N1)(=[O:32])[CH2:30][CH3:31].C(O)(=O)CC>>[F:1][C:2]1[C:3]([NH:20][C:21]2[CH:26]=[CH:25][C:24]([I:27])=[CH:23][C:22]=2[F:28])=[C:4]([CH:12]=[C:13]([CH2:16][N:17]([O:18][CH3:19])[C:29](=[O:32])[CH2:30][CH3:31])[C:14]=1[F:15])[C:5]([NH:7][O:8][CH2:9][CH2:10][OH:11])=[O:6]. Procedure: The title compound was prepared by a procedure similar to that in Example 41. Namely, 3,4-difluoro-2-(2-fluoro-4-iodo-phenylamino)-N-(2-hydroxy-ethoxy)-5-(methoxyamino-methyl)-benzamide obtained in Example 15 was reacted with 4-oxo-4H-benzo[d][1,2,3]triazin-3-yl propionate prepared from propionic acid to give 3,4-difluoro-2-(2-fluoro-4-iodo-phenylamino)-N-(2-hydroxy-ethoxy)-5-[(methoxy-propionyl-amino)-methyl]-benzamide (35.0 mg, 31%). Reactants: C(C)(=O)OC(C)=O (Acetic anhydride), C1OC2(CC3=CC[C@H]4[C@@H]5CC=C(C(CO)[N+](=O)[O-])[C@]5(CC[C@@]4([C@]3(CC2)C)O)C)OC1 (3,3-Ethylenedioxy-20-nitropregna-5,16-diene-9α,21-diol). Reagents/catalysts: CN(C1=CC=NC=C1)C (4-dimethylaminopyridine). The solvent is C(Cl)Cl (methylene chloride). Conditions: time 30 minute. The product is C(C)(=O)OCC(C1=CC[C@H]2[C@@H]3CC=C4CC5(CC[C@]4(C)[C@]3(CC[C@]12C)O)OCCO5)[N+](=O)[O-] (21-Acetoxy-3,3-ethylenedioxy-20-nitropregna-5,16-dien-9α-ol). As a reaction SMILES: [C:1](OC(=O)C)(=[O:3])[CH3:2].[CH2:8]1[CH2:37][O:36][C:10]2([CH2:32][CH2:31][C@@:30]3([CH3:33])[C:12](=[CH:13][CH2:14][C@@H:15]4[C@:29]3([OH:34])[CH2:28][CH2:27][C@@:26]3([CH3:35])[C@H:16]4[CH2:17][CH:18]=[C:19]3[CH:20]([N+:23]([O-:25])=[O:24])[CH2:21][OH:22])[CH2:11]2)[O:9]1>CN(C)C1C=CN=CC=1.C(Cl)Cl>[C:1]([O:22][CH2:21][CH:20]([N+:23]([O-:25])=[O:24])[C:19]1[C@:26]2([CH3:35])[C@H:16]([C@H:15]3[C@:29]([OH:34])([CH2:28][CH2:27]2)[C@:30]2([CH3:33])[C:12]([CH2:11][C:10]4([O:9][CH2:8][CH2:37][O:36]4)[CH2:32][CH2:31]2)=[CH:13][CH2:14]3)[CH2:17][CH:18]=1)(=[O:3])[CH3:2]. Procedure: Acetic anhydride (1.5 ml) was added to a stirred suspension of 3,3-ethylenedioxy-20-nitropregna-5,16-diene-9α,21-diol (1.00 g of diastereomer II, prepared according to example 2), and 4-dimethylaminopyridine (100 mg) in methylene chloride (10 ml) to give a clear solution. The reaction mixture was stirred for an additional 30 minutes and concentrated under reduced pressure. The residue was dissolved in methylene chloride and filtered over a silica gel column. The filtrate was evaporated under red... Reactants: ClC=1C=C2C(CN(CC2=C(C1)Cl)C)C1=CC=C(C=C1)NC(N[C@H](C(=O)OC)CC(=O)OC)=O ((2S)-dimethyl 2-(3-(4-(6,8-dichloro-2-methyl-1,2,3,4-tetrahydroisoquinolin-4-yl)phenyl)ureido)succinate), [OH-].[Na+] (sodium hydroxide). Run in O (water), CO (methanol). Conditions: time 3 hour. Product: ClC=1C=C2C(CN(CC2=C(C1)Cl)C)C1=CC=C(C=C1)NC(N[C@H](C(=O)O)CC(=O)O)=O ((2S)-2-(3-(4-(6,8-dichloro-2-methyl-1,2,3,4-tetrahydroisoquinolin-4-yl)phenyl)ureido)succinic acid). Reaction SMILES: [Cl:1][C:2]1[CH:3]=[C:4]2[C:9](=[C:10]([Cl:12])[CH:11]=1)[CH2:8][N:7]([CH3:13])[CH2:6][CH:5]2[C:14]1[CH:19]=[CH:18][C:17]([NH:20][C:21](=[O:33])[NH:22][C@@H:23]([CH2:28][C:29]([O:31]C)=[O:30])[C:24]([O:26]C)=[O:25])=[CH:16][CH:15]=1.[OH-].[Na+]>CO.O>[Cl:1][C:2]1[CH:3]=[C:4]2[C:9](=[C:10]([Cl:12])[CH:11]=1)[CH2:8][N:7]([CH3:13])[CH2:6][CH:5]2[C:14]1[CH:19]=[CH:18][C:17]([NH:20][C:21](=[O:33])[NH:22][C@@H:23]([CH2:28][C:29]([OH:31])=[O:30])[C:24]([OH:26])=[O:25])=[CH:16][CH:15]=1 |f:1.2|. Reported procedure: Into a 50-mL round-bottom flask, was placed a solution of (2S)-dimethyl 2-(3-(4-(6,8-dichloro-2-methyl-1,2,3,4-tetrahydroisoquinolin-4-yl)phenyl)ureido)succinate (100 mg, 0.20 mmol, 1.00 equiv) in methanol (5 mL), water (1 mL), sodium hydroxide (30 mg, 0.75 mmol, 3.71 equiv). The resulting solution was stirred for 3 h at room temperature and then concentrated under vacuum. The pH of the solution was adjusted to 3-4 with 1N hydrochloric acid. The solids were collected by filtration and the residu... Reactants: [H-].[Na+] (NaH), ice water, OC=1C=C(C#N)C=CC1C (3-hydroxy-4-methylbenzonitrile), CI (methyl iodide). The solvent is CN(C)C=O (DMF), CN(C)C=O (DMF). Product: COC=1C=C(C#N)C=CC1C (3-Methoxy-4-methylbenzonitrile). RXN SMILES: [OH:1][C:2]1[CH:3]=[C:4]([CH:7]=[CH:8][C:9]=1[CH3:10])[C:5]#[N:6].[H-].[Na+].[CH3:13]I>CN(C=O)C>[CH3:13][O:1][C:2]1[CH:3]=[C:4]([CH:7]=[CH:8][C:9]=1[CH3:10])[C:5]#[N:6] |f:1.2|. Reported procedure: 15 g (0.11 mol) of 3-hydroxy-4-methylbenzonitrile dissolved in 30 ml of DMF were added dropwise to a suspension of 0.11 mol of NaH in 30 ml of DMF, and the mixture was stirred until no further H2 evolution was observed. Then 10.6 ml (0.17 mol) of methyl iodide were added dropwise, and the mixture was stirred at room temperature for 1 h. The solution was poured into ice-water, and the product was extracted with ether/ethyl acetate 7:1. After the solvent had been stripped off, the product began to...